Dataset: the Open Reaction Database (ORD), a public repository of structured organic reaction records. Task: describe an organic reaction: reactants, conditions, products, and yield Starting materials: ClC(=O)N1C2=C(C(NC3=C1C=CC=C3)=O)C=CC=N2 (11-(chlorocarbony)-6,11-dihydro-5H-pyrido[2,3-b][1,5]benzodiazepin-5-one), C(C)N(CC)CC1N(CCCC1)CCN (2-[2-[(diethylamino)methyl]-piperidin-1-yl]ethanamine). The solvent is C(C)#N (acetonitrile). Product: C(C)N(CC)CC1N(CCCC1)CCNC(=O)N1C2=C(C(NC3=C1C=CC=C3)=O)C=CC=N2 (11-[[[2-[2-[(Diethylamino)methyl]-piperidin-1-yl]ethyl]amino]carbonyl]-6,11-dihydro-5H-pyrido[2,3-b][1,5]benzodiazepin-5-one). Isolated yield 52.0%. Reaction SMILES: Cl[C:2]([N:4]1[C:10]2[CH:11]=[CH:12][CH:13]=[CH:14][C:9]=2[NH:8][C:7](=[O:15])[C:6]2[CH:16]=[CH:17][CH:18]=[N:19][C:5]1=2)=[O:3].[CH2:20]([N:22]([CH2:25][CH:26]1[CH2:31][CH2:30][CH2:29][CH2:28][N:27]1[CH2:32][CH2:33][NH2:34])[CH2:23][CH3:24])[CH3:21]>C(#N)C>[CH2:20]([N:22]([CH2:25][CH:26]1[CH2:31][CH2:30][CH2:29][CH2:28][N:27]1[CH2:32][CH2:33][NH:34][C:2]([N:4]1[C:10]2[CH:11]=[CH:12][CH:13]=[CH:14][C:9]=2[NH:8][C:7](=[O:15])[C:6]2[CH:16]=[CH:17][CH:18]=[N:19][C:5]1=2)=[O:3])[CH2:23][CH3:24])[CH3:21]. Reported procedure: Prepared analogously to Example 2 from 11-(chlorocarbony)-6,11-dihydro-5H-pyrido[2,3-b][1,5]benzodiazepin-5-one and 2-[2-[(diethylamino)methyl]-piperidin-1-yl]ethanamine in a yield of 52% of theory. Colourless crystals, m.p. 146°-147.5° C. (acetonitrile). Starting materials: C(CCCCCCC\C=C/CCCCCCCC)OC=1C=C(C=O)C=CC1OCCCCCCCC\C=C/CCCCCCCC (3,4-di(oleyloxy)benzaldehyde), OC=1C=C(C=O)C=CC1O (3,4-dihydroxy benzaldehyde), C(CCCCCCC\C=C/CCCCCCCC)Br (oleyl bromide), OC=1C=C(C(=O)OCC)C=CC1O (ethyl 3,4-dihydroxybenzoate), C(CCCCCCC\C=C/CCCCCCCC)Br (oleyl bromide). Yields the product C(CCCCCCC\C=C/CCCCCCCC)OC=1C=C(C(=O)OCC)C=CC1OCCCCCCCC\C=C/CCCCCCCC (ethyl 3,4-di(oleyloxy)benzoate). RXN SMILES: [CH2:1]([O:19][C:20]1[CH:21]=[C:22]([CH:25]=[CH:26][C:27]=1[O:28][CH2:29][CH2:30][CH2:31][CH2:32][CH2:33][CH2:34][CH2:35][CH2:36]/[CH:37]=[CH:38]\[CH2:39][CH2:40][CH2:41][CH2:42][CH2:43][CH2:44][CH2:45][CH3:46])[CH:23]=[O:24])[CH2:2][CH2:3][CH2:4][CH2:5][CH2:6][CH2:7][CH2:8]/[CH:9]=[CH:10]\[CH2:11][CH2:12][CH2:13][CH2:14][CH2:15][CH2:16][CH2:17][CH3:18].[OH:47][C:48]1C=C(C=C[C:55]=1O)C=O.C(Br)CCCCCCC/C=C\CCCCCCCC.OC1C=C(C=CC=1O)C(OCC)=O>>[CH2:1]([O:19][C:20]1[CH:21]=[C:22]([CH:25]=[CH:26][C:27]=1[O:28][CH2:29][CH2:30][CH2:31][CH2:32][CH2:33][CH2:34][CH2:35][CH2:36]/[CH:37]=[CH:38]\[CH2:39][CH2:40][CH2:41][CH2:42][CH2:43][CH2:44][CH2:45][CH3:46])[C:23]([O:47][CH2:48][CH3:55])=[O:24])[CH2:2][CH2:3][CH2:4][CH2:5][CH2:6][CH2:7][CH2:8]/[CH:9]=[CH:10]\[CH2:11][CH2:12][CH2:13][CH2:14][CH2:15][CH2:16][CH2:17][CH3:18]. Reported procedure: The first step was the synthesis of 3,4-di(oleyloxy)benzaldehyde 8a by the O-alkylation of 3,4-dihydroxy benzaldehyde 7a with oleyl bromide (Scheme 1 as shown in FIG. 3). Similarly, the bis-O-alkylation of ethyl 3,4-dihydroxybenzoate 7b with oleyl bromide was used to form ethyl 3,4-di(oleyloxy)benzoate 8b using the method of Safinya et al.,23,24 Subsequent cleavage of 8b with KOH was carried out to give the acid 8c (Scheme 1) followed by treatment with oxalyl chloride to give the desired acid ch... Reactants: COCCOC, CC(C)(C)c1cc(Nc2ccccc2)cc(C(C)(C)C)c1O, O=C1CCC(=O)O1. The product is CC(C)(C)c1cc(N(C(=O)CCC(=O)O)c2ccccc2)cc(C(C)(C)C)c1O. RXN SMILES: [CH3:30][O:31][CH2:32][CH2:33][O:34][CH3:35].[NH:8]([c:9]1[cH:10][cH:11][cH:12][cH:13][cH:14]1)[c:15]1[cH:16][c:17]([C:26]([CH3:27])([CH3:28])[CH3:29])[c:18]([OH:25])[c:19]([C:21]([CH3:22])([CH3:23])[CH3:24])[cH:20]1.[O:1]=[C:2]1[CH2:3][CH2:4][C:5](=[O:6])[O:7]1>>[O:1]=[C:2]([CH2:3][CH2:4][C:5](=[O:6])[OH:7])[N:8]([c:9]1[cH:10][cH:11][cH:12][cH:13][cH:14]1)[c:15]1[cH:16][c:17]([C:26]([CH3:27])([CH3:28])[CH3:29])[c:18]([OH:25])[c:19]([C:21]([CH3:22])([CH3:23])[CH3:24])[cH:20]1. Starting materials: NC1=NC=CC=C1OCCCCN1C(OCC1=O)=O (3-[4-(2-aminopyridin-3-yloxy)butyl]oxazolidine-2,4-dione), ClCC=O (chloroacetaldehyde). Product: N=1C=CN2C1C(=CC=C2)OCCCCN2C(OCC2=O)=O (3-[4-(imidazo[1,2-a]pyridin-8-yloxy)butyl]oxazolidine-2,4-dione). RXN SMILES: [NH2:1][C:2]1[C:7]([O:8][CH2:9][CH2:10][CH2:11][CH2:12][N:13]2[C:17](=[O:18])[CH2:16][O:15][C:14]2=[O:19])=[CH:6][CH:5]=[CH:4][N:3]=1.Cl[CH2:21][CH:22]=O>>[N:1]1[CH:21]=[CH:22][N:3]2[CH:4]=[CH:5][CH:6]=[C:7]([O:8][CH2:9][CH2:10][CH2:11][CH2:12][N:13]3[C:17](=[O:18])[CH2:16][O:15][C:14]3=[O:19])[C:2]=12. Procedure: Using 6.63 g (25 mnmol) of 3-[4-(2-aminopyridin-3-yloxy)butyl]oxazolidine-2,4-dione and 25 ml of a 40% chloroacetaldehyde solution, the same procedure as in Reference Example 18 was followed, to yield 6.48 g (89.5%, yellow oily substance) of the desired product. The reactants are Brc1ccsc1-c1sccc1-c1cccs1, CN(C)C=O, [Cl-], [Cl-], Cl, N#C[Cu]C#N, [Fe+2]. Yields the product N#Cc1ccsc1-c1sccc1-c1cccs1. Reaction SMILES: [Br:1][c:2]1[c:3](-[c:7]2[s:8][cH:9][cH:10][c:11]2-[c:12]2[s:13][cH:14][cH:15][cH:16]2)[s:4][cH:5][cH:6]1.[CH3:22][N:23]([CH3:24])[CH:25]=[O:26].[Cl-:28].[Cl-:30].[ClH:27].[Cu:17]([C:18]#[N:19])[C:20]#[N:21].[Fe+2:29]>>[c:2]1([C:18]#[N:19])[c:3](-[c:7]2[s:8][cH:9][cH:10][c:11]2-[c:12]2[s:13][cH:14][cH:15][cH:16]2)[s:4][cH:5][cH:6]1. The reactants are OO (hydrogen peroxide), FC1=C(C(=CC(=C1F)OCC)C)OB(O)O (2,3-difluoro-4-ethoxy-6-methylphenylboric acid), S(=O)(O)[O-].[Na+] (sodium hydrogen sulfite). Run in C1CCOC1 (THF). Reaction conditions: time 3 hour. Yields the product FC1=C(C=C(C=C1F)C)O (2,3-difluoro-5-methylphenol). Reaction SMILES: OO.[F:3][C:4]1[C:9]([F:10])=[C:8]([O:11]CC)[CH:7]=[C:6]([CH3:14])[C:5]=1OB(O)O.S([O-])(O)=O.[Na+]>C1COCC1>[F:10][C:9]1[C:4]([F:3])=[CH:5][C:6]([CH3:14])=[CH:7][C:8]=1[OH:11] |f:2.3|. Procedure details: Under cooling with an ice bath, 6.57 g of aqueous hydrogen peroxide was slowly added dropwise to the compound (10) having been dissolved in 37 mL of THF, followed by stirring at room temperature for 3 hours. Under cooling with an ice bath, 20 mL of a saturated sodium hydrogen sulfite aqueous solution was added thereto to terminate the reaction, and an aqueous layer was extracted with diethyl ether, which was added to the organic layer. The organic layer was washed with a saturated sodium hydroge... Product: NC1=CC=C(C=C1)C#CCCCCO (6-(4-aminophenyl)hex-5-yn-1-ol). Run in CC(C)O (IPA), CC(C)O (IPA). Reactants: FC(C(=O)NC1=CC=C(C=C1)C#CCCCCO)(F)F (2,2,2-trifluoro-N-(4-(6-hydroxyhex-1-yn-1-yl)phenyl)acetamide), [OH-].[K+] (potassium hydroxide). Reaction SMILES: FC(F)(F)C([NH:5][C:6]1[CH:11]=[CH:10][C:9]([C:12]#[C:13][CH2:14][CH2:15][CH2:16][CH2:17][OH:18])=[CH:8][CH:7]=1)=O.[OH-].[K+]>CC(O)C>[NH2:5][C:6]1[CH:7]=[CH:8][C:9]([C:12]#[C:13][CH2:14][CH2:15][CH2:16][CH2:17][OH:18])=[CH:10][CH:11]=1 |f:1.2|. Reported procedure: A solution of Intermediate 39 (8.5 mmol) in IPA (20 mL) was added to a 100° C. solution of potassium hydroxide (1.4 g, 26 mmol) in IPA (150 mL). The mixture was henceforth heated to reflux for 3.5 hours before being concentrated to drying under reduced pressure. The residue was partitioned between water and dichloromethane. The aqueous phase was extracted three times with dichloromethane. The combined extracts were concentrated to dryness under reduced pressure, and the resulting residue was pur... Reactants: C, CCO, [H][H], [Pd], CCOC(=O)C=Cc1ccc(Oc2cccnc2)cc1. Yields the product CCOC(=O)CCc1ccc(Oc2cccnc2)cc1. RXN SMILES: [C:26].[CH3:23][CH2:24][OH:25].[H:21][H:22].[Pd:27].[n:1]1[cH:2][c:3]([O:7][c:8]2[cH:9][cH:10][c:11]([CH:14]=[CH:15][C:16](=[O:17])[O:18][CH2:19][CH3:20])[cH:12][cH:13]2)[cH:4][cH:5][cH:6]1>>[n:1]1[cH:2][c:3]([O:7][c:8]2[cH:9][cH:10][c:11]([CH2:14][CH2:15][C:16](=[O:17])[O:18][CH2:19][CH3:20])[cH:12][cH:13]2)[cH:4][cH:5][cH:6]1. The reactants are C1(=CC=CC=C1)C1=NOC2=C1C=CC(=C2CCC)O (3-phenyl-7-propyl-6-hydroxy-benz-[4,5]-isoxazole), BrCCCBr (1,3-dibromopropane), C([O-])([O-])=O.[K+].[K+] (potassium carbonate). The solvent is C(C)C(=O)C (methyl ethyl ketone). Product: C1(=CC=CC=C1)C1=NOC2=C1C=CC(=C2CCC)OCCCBr (3-phenyl-7-propyl-6-(3-bromopropyl)oxy-benz-[4,5]-isoxazole). Reaction SMILES: [C:1]1([C:7]2[C:11]3[CH:12]=[CH:13][C:14]([OH:19])=[C:15]([CH2:16][CH2:17][CH3:18])[C:10]=3[O:9][N:8]=2)[CH:6]=[CH:5][CH:4]=[CH:3][CH:2]=1.[Br:20][CH2:21][CH2:22][CH2:23]Br.C(=O)([O-])[O-].[K+].[K+]>C(C(C)=O)C>[C:1]1([C:7]2[C:11]3[CH:12]=[CH:13][C:14]([O:19][CH2:23][CH2:22][CH2:21][Br:20])=[C:15]([CH2:16][CH2:17][CH3:18])[C:10]=3[O:9][N:8]=2)[CH:2]=[CH:3][CH:4]=[CH:5][CH:6]=1 |f:2.3.4|. Reported procedure: To a mixture of 3-phenyl-7-propyl-6-hydroxy-benz-[4,5]-isoxazole (1.0 g; 3.95 mmol, Prepared in Example 16 Step C), 1,3-dibromopropane (3.98g, 19.5 mmol) and potassium carbonate (0.573g, 4.15 mmol) in 4.0 mL of methyl ethyl ketone was warmed to reflux for 16 hours. Filtered, concentrated and chromatographed (silica gel, 30% ethyl acetate in hexane) to yeild 1.025 g of the title compound as a white solid. NMR (CDCl3): δ 7.95 (d,2H); 7.69 (d,1H); 7.55 (m,3H); 7.03 (d,1H); 4.25 (t,2H); 3.68 (t,2H);... Starting materials: BrC=1C=C2C=NNC2=CC1 (5-bromo-1H-indazole), C([O-])([O-])=O.[Cs+].[Cs+] (cesium carbonate), IC (iodomethane). Run in CN(C=O)C (dimethylformamide). Conditions: time 15 hour. Yields the product BrC=1C=C2C=NN(C2=CC1)C (5-bromo-1-methyl-1H-indazole). Isolated yield 69.7%. As a reaction SMILES: [Br:1][C:2]1[CH:3]=[C:4]2[C:8](=[CH:9][CH:10]=1)[NH:7][N:6]=[CH:5]2.[C:11](=O)([O-])[O-].[Cs+].[Cs+].IC>CN(C)C=O>[Br:1][C:2]1[CH:3]=[C:4]2[C:8](=[CH:9][CH:10]=1)[N:7]([CH3:11])[N:6]=[CH:5]2 |f:1.2.3|. Reported procedure: A suspension of 5-bromo-1H-indazole (200 mg, 1.02 mmol), cesium carbonate (661 mg, 2.00 mmol), and iodomethane (156 mg, 1.10 mmol) in dimethylformamide (3 mL) was stirred at room temperature for 15 h. The mixture was partitioned between 5% lithium chloride and ethyl acetate, the aqueous layer was extracted with ethyl acetate (2×), the combined organic extracts were washed with 1 N sodium hydroxide, and brine, dried over anhydrous sodium sulfate, filtered and concentrated. Column chromatography o...